Dataset: the Open Reaction Database (ORD), a public repository of structured organic reaction records. Task: describe an organic reaction: reactants, conditions, products, and yield Starting materials: CN1C=NC=C1N1C=C(C2=CC=CC=C12)C(=O)OC (methyl 1-(1-methyl-1H-imidazol-5-yl)-1H-indole-3-carboxylate), C[Si]([O-])(C)C.[K+] (potassium trimethylsilanolate). Solvent: C1CCOC1 (THF). Conditions: time 8 hour. Product: CN1C=NC=C1N1C=C(C2=CC=CC=C12)C(=O)O (1-(1-methyl-1H-imidazol-5-yl)-1H-indole-3-carboxylic acid). Reaction SMILES: [CH3:1][N:2]1[C:6]([N:7]2[C:15]3[C:10](=[CH:11][CH:12]=[CH:13][CH:14]=3)[C:9]([C:16]([O:18]C)=[O:17])=[CH:8]2)=[CH:5][N:4]=[CH:3]1.C[Si](C)(C)[O-].[K+]>C1COCC1>[CH3:1][N:2]1[C:6]([N:7]2[C:15]3[C:10](=[CH:11][CH:12]=[CH:13][CH:14]=3)[C:9]([C:16]([OH:18])=[O:17])=[CH:8]2)=[CH:5][N:4]=[CH:3]1 |f:1.2|. Procedure details: A solution of methyl 1-(1-methyl-1H-imidazol-5-yl)-1H-indole-3-carboxylate (40 mg, 0.157 mmol) in THF (1567 μl) was treated with potassium trimethylsilanolate (223 mg, 1.567 mmol) in one portion at RT and the resulting reaction mixture stirred overnight. ISCO purification (10% MeOH/DCM) afforded the title compound as a white solid. Starting materials: [OH-].[Na+] (sodium hydroxide), C1(=CC=CC=C1)C1=NN(C(=C1)C1=CC=CC=C1)CC1=C(C=C(COC2=CC(=C(C=C2)CCC(=O)O)F)C=C1)OC(C)C (3-[4-({4-[(3,5-Diphenyl-1H-pyrazol-1-yl)methyl]-3-isopropoxybenzyl)oxy)-2-fluorophenyl]propanoic acid), [Cl-].[Ca+2].[Cl-] (calcium chloride). The solvent is CO (methanol), O (water). Yields the product [Ca+2].C1(=CC=CC=C1)C1=NN(C(=C1)C1=CC=CC=C1)CC1=C(C=C(COC2=CC(=C(C=C2)CCC(=O)[O-])F)C=C1)OC(C)C.C1(=CC=CC=C1)C1=NN(C(=C1)C1=CC=CC=C1)CC1=C(C=C(COC2=CC(=C(C=C2)CCC(=O)[O-])F)C=C1)OC(C)C (3-[4-({4-[(3,5-diphenyl-1H-pyrazol-1-yl)methyl]-3-isopropoxybenzyl}oxy)-2-fluorophenyl]propanoic acid calcium salt). Yield: 82.6%. As a reaction SMILES: [C:1]1([C:7]2[CH:11]=[C:10]([C:12]3[CH:17]=[CH:16][CH:15]=[CH:14][CH:13]=3)[N:9]([CH2:18][C:19]3[CH:38]=[CH:37][C:22]([CH2:23][O:24][C:25]4[CH:30]=[CH:29][C:28]([CH2:31][CH2:32][C:33]([OH:35])=[O:34])=[C:27]([F:36])[CH:26]=4)=[CH:21][C:20]=3[O:39][CH:40]([CH3:42])[CH3:41])[N:8]=2)[CH:6]=[CH:5][CH:4]=[CH:3][CH:2]=1.[OH-].[Na+].[Cl-].[Ca+2:46].[Cl-]>CO.O>[Ca+2:46].[C:1]1([C:7]2[CH:11]=[C:10]([C:12]3[CH:17]=[CH:16][CH:15]=[CH:14][CH:13]=3)[N:9]([CH2:18][C:19]3[CH:38]=[CH:37][C:22]([CH2:23][O:24][C:25]4[CH:30]=[CH:29][C:28]([CH2:31][CH2:32][C:33]([O-:35])=[O:34])=[C:27]([F:36])[CH:26]=4)=[CH:21][C:20]=3[O:39][CH:40]([CH3:42])[CH3:41])[N:8]=2)[CH:6]=[CH:5][CH:4]=[CH:3][CH:2]=1.[C:1]1([C:7]2[CH:11]=[C:10]([C:12]3[CH:17]=[CH:16][CH:15]=[CH:14][CH:13]=3)[N:9]([CH2:18][C:19]3[CH:38]=[CH:37][C:22]([CH2:23][O:24][C:25]4[CH:30]=[CH:29][C:28]([CH2:31][CH2:32][C:33]([O-:35])=[O:34])=[C:27]([F:36])[CH:26]=4)=[CH:21][C:20]=3[O:39][CH:40]([CH3:42])[CH3:41])[N:8]=2)[CH:6]=[CH:5][CH:4]=[CH:3][CH:2]=1 |f:1.2,3.4.5,8.9.10|. Procedure: 3-[4-({4-[(3,5-Diphenyl-1H-pyrazol-1-yl)methyl]-3-isopropoxybenzyl)oxy)-2-fluorophenyl]propanoic acid (0.32 g, 0.56 mmol) was dissolved in methanol (3 mL), and 1 N aqueous sodium hydroxide solution (0.56 mL, 0.56 mmol) was added. Then, a solution of calcium chloride (31 mg, 0.28 mmol) in water (1 mL) was added, and the precipitated solid was collected by filtration, washed with water and methanol, and dried to give the title compound (0.27 g, yield 83%) as a colorless powder. MS (ESI+): 565 (M+H... Solvent: CC(=O)C (acetone). Reported procedure: According to the procedure indicated in Examples 1), 3) and 6), reaction of 2-{[[4-(3-chloropropylthio)-3-methoxy-2-pyridinyl]methyl]thio}-1H-benzimidazole with N-phenylpiperazine and subsequent conversion into the hydrochloride in acetone gives the title compound; colorless crystals; m.p. 105° C., dec.; yield 73%. The yield is 73.0%. The product is Cl.Cl.Cl.C1(=CC=CC=C1)N1CCN(CC1)CCCSC1=C(C(=NC=C1)CSC1=NC2=C(N1)C=CC=C2)OC (2-{[[4-[3-(4-Phenylpiperazin-1-yl)propylthio]-3-methoxy-2-pyridinyl]-methyl]thio}-1H-benzimidazole trihydrochloride). RXN SMILES: [Cl:1][CH2:2][CH2:3][CH2:4][S:5][C:6]1[CH:11]=[CH:10][N:9]=[C:8]([CH2:12][S:13][C:14]2[NH:18][C:17]3[CH:19]=[CH:20][CH:21]=[CH:22][C:16]=3[N:15]=2)[C:7]=1[O:23][CH3:24].[C:25]1([N:31]2[CH2:36][CH2:35][NH:34][CH2:33][CH2:32]2)[CH:30]=[CH:29][CH:28]=[CH:27][CH:26]=1.[ClH:37]>CC(C)=O>[ClH:1].[ClH:37].[ClH:1].[C:25]1([N:31]2[CH2:36][CH2:35][N:34]([CH2:2][CH2:3][CH2:4][S:5][C:6]3[CH:11]=[CH:10][N:9]=[C:8]([CH2:12][S:13][C:14]4[NH:18][C:17]5[CH:19]=[CH:20][CH:21]=[CH:22][C:16]=5[N:15]=4)[C:7]=3[O:23][CH3:24])[CH2:33][CH2:32]2)[CH:30]=[CH:29][CH:28]=[CH:27][CH:26]=1 |f:4.5.6.7|. Starting materials: ClCCCSC1=C(C(=NC=C1)CSC1=NC2=C(N1)C=CC=C2)OC (2-{[[4-(3-chloropropylthio)-3-methoxy-2-pyridinyl]methyl]thio}-1H-benzimidazole), C1(=CC=CC=C1)N1CCNCC1 (N-phenylpiperazine), Cl (hydrochloride). The reactants are BrC(C(=O)OCC)CCCCCC (ethyl 2-bromooctanoate), FC1=CC=C(C=C1)S (4-fluorothiophenol). Product: C(C)OC(C(CCCCCC)SC1=CC=C(C=C1)F)=O (2-(4-Fluoro-phenylsulfanyl)-octanoic acid ethyl ester). RXN SMILES: Br[CH:2]([CH2:8][CH2:9][CH2:10][CH2:11][CH2:12][CH3:13])[C:3]([O:5][CH2:6][CH3:7])=[O:4].[F:14][C:15]1[CH:20]=[CH:19][C:18]([SH:21])=[CH:17][CH:16]=1>>[CH2:6]([O:5][C:3](=[O:4])[CH:2]([S:21][C:18]1[CH:19]=[CH:20][C:15]([F:14])=[CH:16][CH:17]=1)[CH2:8][CH2:9][CH2:10][CH2:11][CH2:12][CH3:13])[CH3:7]. Procedure details: 2-(4-Fluoro-phenylsulfanyl)-octanoic acid ethyl ester was prepared according to the general method as outlined in example 9. Starting from ethyl 2-bromooctanoate (6.47 g, 24.7 mmol) and 4-fluorothiophenol (3 g, 23.4 mmol). Yield: 6.31 g (90%); clear oil; MS: 299 (M+H)+.